Task: describe an organic reaction: reactants, conditions, products, and yield. Dataset: the Open Reaction Database (ORD), a public repository of structured organic reaction records The reactants are O[C@@H]1[C@]2(O[C@H]([C@@H]1OC2)N2C(=O)NC(=O)C=C2)CO ((1S,3R,4R,7S)-7-Hydroxy-1-hydroxymethyl-3-(uracil-1-yl)-2,5-dioxabicyclo[2.2.1]heptane), COC1=CC=C(C(C2=CC=C(C=C2)OC)(C2=CC=CC=C2)Cl)C=C1 (4,4′-dimethoxytrityl chloride). The solvent is N1=CC=CC=C1 (pyridine). Conditions: time 2 hour. The product is COC1=CC=C(C(C2=CC=C(C=C2)OC)(C2=CC=CC=C2)OC[C@]23O[C@H]([C@H](OC2)[C@@H]3O)N3C(=O)NC(=O)C=C3)C=C1 ((1R,3R,4R,7S)-1-(4,4′-Dimethoxytrityloxymethyl)-7-hydroxy-3-(uracil-1-yl)-2,5-dioxabicyclo[2.2.1]heptane), material. The yield is 69.0%. RXN SMILES: [OH:1][C@H:2]1[C@H:6]2[O:7][CH2:8][C@:3]1([CH2:17][OH:18])[O:4][C@H:5]2[N:9]1[CH:16]=[CH:15][C:13](=[O:14])[NH:12][C:10]1=[O:11].[CH3:19][O:20][C:21]1[CH:42]=[CH:41][C:24]([C:25](Cl)([C:34]2[CH:39]=[CH:38][CH:37]=[CH:36][CH:35]=2)[C:26]2[CH:31]=[CH:30][C:29]([O:32][CH3:33])=[CH:28][CH:27]=2)=[CH:23][CH:22]=1>N1C=CC=CC=1>[CH3:33][O:32][C:29]1[CH:28]=[CH:27][C:26]([C:25]([O:18][CH2:17][C@@:3]23[C@@H:2]([OH:1])[C@@H:6]([O:7][CH2:8]2)[C@H:5]([N:9]2[CH:16]=[CH:15][C:13](=[O:14])[NH:12][C:10]2=[O:11])[O:4]3)([C:34]2[CH:35]=[CH:36][CH:37]=[CH:38][CH:39]=2)[C:24]2[CH:41]=[CH:42][C:21]([O:20][CH3:19])=[CH:22][CH:23]=2)=[CH:31][CH:30]=1. Procedure details: To a solution of compound 44 (0.08 g, 0.31 mmol) in anhydrous pyridine (0.5 cm3) was added 4,4′-dimethoxytrityl chloride (0.203 g, 0.6 mmol) at 0° C. and the mixture was stirred at room temperature for 2 h. The reaction was quenched with ice-cold water (10 cm3) and extracted with dichloromethane (3×4 cm3). The combined organic phase was washed with saturated aqueous solutions of sodium hydrogencarbonate (3×3 cm3) and brine (2×3 cm3) and was dried (Na2SO4). The solvent was removed under reduced p...